This data is from the Open Reaction Database (ORD), a public repository of structured organic reaction records. The task is: describe an organic reaction: reactants, conditions, products, and yield Starting materials: C(C)(C)NC(=S)NC(C)(C)C (1-isopropyl-3-t-butylthiourea), ClCN(C(=O)Cl)C1=CC=C(C=C1)F (N-chloromethyl-N-(p-fluorophenyl)-carbamoyl chloride). Product: C(C)(C)(C)N=C1SCN(C(N1C(C)C)=O)C1=CC=C(C=C1)F (2-t-butylimino-3-isopropyl 5-(p-fluorophenyl)-tetrahydro-1,3,5-thiadiazin-4-one). RXN SMILES: [CH:1]([NH:4][C:5]([NH:7][C:8]([CH3:11])([CH3:10])[CH3:9])=[S:6])([CH3:3])[CH3:2].Cl[CH2:13][N:14]([C:18]1[CH:23]=[CH:22][C:21]([F:24])=[CH:20][CH:19]=1)[C:15](Cl)=[O:16]>>[C:8]([N:7]=[C:5]1[N:4]([CH:1]([CH3:3])[CH3:2])[C:15](=[O:16])[N:14]([C:18]2[CH:23]=[CH:22][C:21]([F:24])=[CH:20][CH:19]=2)[CH2:13][S:6]1)([CH3:9])([CH3:11])[CH3:10]. Reported procedure: In a similar manner, 1.7 g (0.01 mole) of 1-isopropyl-3-t-butylthiourea was reacted with 2.2 g (0.01 mole) of N-chloromethyl-N-(p-fluorophenyl)-carbamoyl chloride to obtain 2-t-butylimino-3-isopropyl 5-(p-fluorophenyl)-tetrahydro-1,3,5-thiadiazin-4-one (compound No. 282): ##STR140## in the form of hydrochloride melting at 160°-195° C. Yield 2.8 g (80%). The crystals were suspended in 20 ml of water and treated in a manner similar to that described above to obtain white crystals of the free base ...